From a dataset of the Open Reaction Database (ORD), a public repository of structured organic reaction records. describe an organic reaction: reactants, conditions, products, and yield The reactants are FC(F)(F)c1ccc(-c2ccnc(Cl)c2)cc1, [Cu]I, [H-], [Na+], CN(C)C=O, Oc1cccc2cccnc12. Product: FC(F)(F)c1ccc(-c2ccnc(Oc3cccc4cccnc34)c2)cc1. Reaction SMILES: [Cl:1][c:2]1[n:3][cH:4][cH:5][c:6](-[c:8]2[cH:9][cH:10][c:11]([C:14]([F:15])([F:16])[F:17])[cH:12][cH:13]2)[cH:7]1.[Cu:36][I:37].[H-:29].[Na+:30].[O:31]=[CH:32][N:33]([CH3:34])[CH3:35].[OH:18][c:19]1[cH:20][cH:21][cH:22][c:23]2[cH:24][cH:25][cH:26][n:27][c:28]12>>[c:2]1([O:18][c:19]2[cH:20][cH:21][cH:22][c:23]3[cH:24][cH:25][cH:26][n:27][c:28]23)[n:3][cH:4][cH:5][c:6](-[c:8]2[cH:9][cH:10][c:11]([C:14]([F:15])([F:16])[F:17])[cH:12][cH:13]2)[cH:7]1. Reactants: O=C([O-])[O-], CC(=O)[O-], CC(=O)[O-], Cc1cc(C)nc(N2CCNCC2)c1, Cc1ccccc1, Cc1cc([N+](=O)[O-])ccc1Cl, [Cs+], [Cs+], [Pd+2]. Product: Cc1cc(C)nc(N2CCN(c3ccc([N+](=O)[O-])cc3C)CC2)c1. As a reaction SMILES: [C:1](=[O:2])([O-:3])[O-:4].[C:39]([O-:40])(=[O:41])[CH3:42].[C:44]([O-:45])(=[O:46])[CH3:47].[CH3:18][c:19]1[cH:20][c:21]([N:26]2[CH2:27][CH2:28][NH:29][CH2:30][CH2:31]2)[n:22][c:23]([CH3:25])[cH:24]1.[CH3:32][c:33]1[cH:34][cH:35][cH:36][cH:37][cH:38]1.[Cl:7][c:8]1[c:9]([CH3:17])[cH:10][c:11]([N+:14](=[O:15])[O-:16])[cH:12][cH:13]1.[Cs+:5].[Cs+:6].[Pd+2:43]>>[c:8]1([N:29]2[CH2:28][CH2:27][N:26]([c:21]3[cH:20][c:19]([CH3:18])[cH:24][c:23]([CH3:25])[n:22]3)[CH2:31][CH2:30]2)[c:9]([CH3:17])[cH:10][c:11]([N+:14](=[O:15])[O-:16])[cH:12][cH:13]1. Reactants: [BH4-].[Na+] (sodium borohydride), COC1=CC=C(COC(CCC(C(=O)OCC=C)=O)=O)C=C1 (allyl 5-[(4-methoxybenzyl)oxy]-2,5-dioxopentanoate), C(C)(=O)OCC (ethyl acetate), [Cl-].[NH4+] (ammonium chloride). Reagents/catalysts: [Cl-].[Zn+2].[Cl-] (Zinc chloride). Solvent: CCCCCC (hexane), O1CCCC1 (tetrahydrofuran), O1CCCC1 (tetrahydrofuran). Reaction conditions: temperature 0 celsius, time 10 minute. The product is OC(C(=O)OCC=C)CCC(=O)OCC1=CC=C(C=C1)OC (Allyl 2-hydroxy-5-[(4-methoxybenzyl)oxy]-5-oxopentanoate). Isolated yield 68.1%. Reaction SMILES: [BH4-].[Na+].[CH3:3][O:4][C:5]1[CH:24]=[CH:23][C:8]([CH2:9][O:10][C:11](=[O:22])[CH2:12][CH2:13][C:14](=[O:21])[C:15]([O:17][CH2:18][CH:19]=[CH2:20])=[O:16])=[CH:7][CH:6]=1.[Cl-].[NH4+].C(OCC)(=O)C>O1CCCC1.[Cl-].[Zn+2].[Cl-].CCCCCC>[OH:21][CH:14]([CH2:13][CH2:12][C:11]([O:10][CH2:9][C:8]1[CH:7]=[CH:6][C:5]([O:4][CH3:3])=[CH:24][CH:23]=1)=[O:22])[C:15]([O:17][CH2:18][CH:19]=[CH2:20])=[O:16] |f:0.1,3.4,7.8.9|. Reported procedure: Zinc chloride (1.0 M diethyl ether solution; 8.8 ml, 8.8 mmol) was added to tetrahydrofuran (5 ml), and sodium borohydride (605.3 mg, 16.0 mmol) was added thereto with stirring at 0° C. The mixture was irradiated with ultrasonic waves for 10 minutes using a commercially available ultrasonic cleaner. The mixture was taken out of the ultrasonic cleaner and cooled to −5° C., and a solution of allyl 5-[(4-methoxybenzyl)oxy]-2,5-dioxopentanoate (1.84 g, 6.0 mmol) obtained from Example 2-(1) in tetrah... Starting materials: COC=1C=C2C(=CN(C2=CC1OC)CC(=O)O)C1=CC=2C(=NC=CC2)N1 (2-[5,6-dimethoxy-3-(1H-pyrrolo[2,3-b]pyridin-2-yl)indol-1-yl]acetic acid), OC1CCNCC1 (4-hydroxypiperidine). Product: COC=1C=C2C(=CN(C2=CC1OC)CC(=O)N1CCC(CC1)O)C1=CC=2C(=NC=CC2)N1 (2-[5,6-dimethoxy-3-(1H-pyrrolo[2,3-b]pyridin-2-yl)-indol-1-yl]-1-(4-hydroxypiperidin-1-yl)ethanone). The yield is 38.8%. As a reaction SMILES: [CH3:1][O:2][C:3]1[CH:4]=[C:5]2[C:9](=[CH:10][C:11]=1[O:12][CH3:13])[N:8]([CH2:14][C:15]([OH:17])=O)[CH:7]=[C:6]2[C:18]1[NH:26][C:21]2=[N:22][CH:23]=[CH:24][CH:25]=[C:20]2[CH:19]=1.[OH:27][CH:28]1[CH2:33][CH2:32][NH:31][CH2:30][CH2:29]1>>[CH3:1][O:2][C:3]1[CH:4]=[C:5]2[C:9](=[CH:10][C:11]=1[O:12][CH3:13])[N:8]([CH2:14][C:15]([N:31]1[CH2:32][CH2:33][CH:28]([OH:27])[CH2:29][CH2:30]1)=[O:17])[CH:7]=[C:6]2[C:18]1[NH:26][C:21]2=[N:22][CH:23]=[CH:24][CH:25]=[C:20]2[CH:19]=1. Procedure: 2-[5,6-Dimethoxy-3-(1H-pyrrolo[2,3-b]pyridin-2-yl)-indol-1-yl]-1-(4-hydroxypiperidin-1-yl)ethanone is prepared by following the procedure described in example 93, but using 0.2 g of 2-[5,6-dimethoxy-3-(1H-pyrrolo[2,3-b]pyridin-2-yl)indol-1-yl]acetic acid and 0.07 g of 4-hydroxypiperidine. After purification by flash-pack chromatography (silica, 98/02 by volume dichloromethane/methanol as eluents), 0.096 g of 2-[5,6-dimethoxy-3-(1H-pyrrolo[2,3-b]pyridin-2-yl)-indol-1-yl]-1-(4-hydroxypiperidin-1-y...